This data is from the Open Reaction Database (ORD), a public repository of structured organic reaction records. The task is: describe an organic reaction: reactants, conditions, products, and yield Reactants: CCOC(=O)c1cccnc1CBr, O=C([O-])[O-], CN(C)C=O, [Cs+], [Cs+], [I-], [K+], O=C1Nc2ccccc2C12COc1cc3c(cc12)OCCO3. Yields the product CCOC(=O)c1cccnc1CN1C(=O)C2(COc3cc4c(cc32)OCCO4)c2ccccc21. Reaction SMILES: [Br:23][CH2:24][c:25]1[c:26]([C:27](=[O:28])[O:29][CH2:30][CH3:31])[cH:32][cH:33][cH:34][n:35]1.[C:36](=[O:37])([O-:38])[O-:39].[CH3:44][N:45]([CH3:46])[CH:47]=[O:48].[Cs+:40].[Cs+:41].[I-:43].[K+:42].[NH:1]1[C:2](=[O:22])[C:3]2([CH2:4][O:5][c:6]3[cH:7][c:8]4[c:9]([cH:14][c:15]32)[O:10][CH2:11][CH2:12][O:13]4)[c:16]2[cH:17][cH:18][cH:19][cH:20][c:21]21>>[N:1]1([CH2:24][c:25]2[c:26]([C:27](=[O:28])[O:29][CH2:30][CH3:31])[cH:32][cH:33][cH:34][n:35]2)[C:2](=[O:22])[C:3]2([CH2:4][O:5][c:6]3[cH:7][c:8]4[c:9]([cH:14][c:15]32)[O:10][CH2:11][CH2:12][O:13]4)[c:16]2[cH:17][cH:18][cH:19][cH:20][c:21]21.